From a dataset of the Open Reaction Database (ORD), a public repository of structured organic reaction records. describe an organic reaction: reactants, conditions, products, and yield The reactants are Cl.C(N)(=O)N1CCN(CC1)C1=CC=C(C=C1)C(/C=C/C1=CC=C(C=C1)/C=C/C(=O)O)=O ((E)-3-(4-{(E)-3-[4-(4-Carbamoyl-piperazin-1-yl)-phenyl]-3-oxo-propenyl}-phenyl)-acrylic acid hydrochloride), C=1C=CC2=C(C1)N=NN2O (HOBT), C(CCl)Cl (EDC), TEA, NOC1OCCCC1 (NH2OTHP). Run in CN(C)C=O (DMF). Reaction conditions: time 72 hour. Product: ONC(=O)/C=C/C1=CC=C(C=C1)/C=C/C(=O)C1=CC=C(C=C1)N1CCN(CC1)C(=O)N (4-(4-{(E)-3-[4-((E)-2-hydroxycarbamoyl-vinyl)-phenyl]-acryloyl}-phenyl)-piperazine-1-carboxylic acid amide). The yield is 34.2%. As a reaction SMILES: Cl.[C:2]([N:5]1[CH2:10][CH2:9][N:8]([C:11]2[CH:16]=[CH:15][C:14]([C:17](=[O:31])/[CH:18]=[CH:19]/[C:20]3[CH:25]=[CH:24][C:23](/[CH:26]=[CH:27]/[C:28](O)=[O:29])=[CH:22][CH:21]=3)=[CH:13][CH:12]=2)[CH2:7][CH2:6]1)(=[O:4])[NH2:3].C1C=CC2[N:40]([OH:41])N=NC=2C=1.C(Cl)CCl.NOC1CCCCO1>CN(C=O)C>[OH:41][NH:40][C:28](/[CH:27]=[CH:26]/[C:23]1[CH:24]=[CH:25][C:20](/[CH:19]=[CH:18]/[C:17]([C:14]2[CH:15]=[CH:16][C:11]([N:8]3[CH2:9][CH2:10][N:5]([C:2]([NH2:3])=[O:4])[CH2:6][CH2:7]3)=[CH:12][CH:13]=2)=[O:31])=[CH:21][CH:22]=1)=[O:29] |f:0.1|. Procedure: (E)-3-(4-{(E)-3-[4-(4-Carbamoyl-piperazin-1-yl)-phenyl]-3-oxo-propenyl}-phenyl)-acrylic acid hydrochloride (316 mg, 0.716 mmol) was suspended in DMF (5 ml). HOBT (193 mg, 1.43 mmol), EDC (273 mg, 1.43 mmol), TEA (0.200 ml, 1.43 mmol) and NH2OTHP (100 mg, 0.86 mmol) were added. The mixture was stirred at room temperature for 72 h and then partitioned between water and hot AcOEt. The organic extract was dried over Na2SO4, evaporated in vacuo and the crude product was crystallized from DCM/Et2O. Th... The reactants are BrBr, CC(=O)O, Cc1ccc(N)c([N+](=O)[O-])c1, O. The product is Cc1cc(Br)c(N)c([N+](=O)[O-])c1. RXN SMILES: [Br:12][Br:13].[C:14]([OH:15])(=[O:16])[CH3:17].[CH3:1][c:2]1[cH:3][c:4]([N+:9](=[O:10])[O-:11])[c:5]([NH2:8])[cH:6][cH:7]1.[OH2:18]>>[CH3:1][c:2]1[cH:3][c:4]([N+:9](=[O:10])[O-:11])[c:5]([NH2:8])[c:6]([Br:12])[cH:7]1. Reactants: CC(C)(C)P(c1ccccc1-c1ccccc1)C(C)(C)C, COC(=O)c1ccc(Br)cc1, Cc1ccccc1, Cc1c(N(Cc2ccc(O)cc2)Cc2ccc(F)cc2F)cccc1[N+](=O)[O-], [K+], [K+], [K+], CC(=O)[O-], CC(=O)[O-], O=P([O-])([O-])[O-], [Pd+2]. The product is COC(=O)c1ccc(Oc2ccc(CN(Cc3ccc(F)cc3F)c3cccc([N+](=O)[O-])c3C)cc2)cc1. As a reaction SMILES: [C:48]([P:49]([C:50]([CH3:51])([CH3:52])[CH3:53])[c:54]1[cH:55][cH:56][cH:57][cH:58][c:59]1-[c:60]1[cH:61][cH:62][cH:63][cH:64][cH:65]1)([CH3:66])([CH3:67])[CH3:68].[CH3:29][O:30][C:31]([c:32]1[cH:33][cH:34][c:35]([Br:38])[cH:36][cH:37]1)=[O:39].[CH3:78][c:79]1[cH:80][cH:81][cH:82][cH:83][cH:84]1.[F:1][c:2]1[c:3]([CH2:4][N:5]([c:6]2[c:7]([CH3:15])[c:8]([N+:12](=[O:13])[O-:14])[cH:9][cH:10][cH:11]2)[CH2:16][c:17]2[cH:18][cH:19][c:20]([OH:23])[cH:21][cH:22]2)[cH:24][cH:25][c:26]([F:28])[cH:27]1.[K+:45].[K+:46].[K+:47].[O-:70][C:71]([CH3:72])=[O:73].[O-:74][C:75]([CH3:76])=[O:77].[P:40]([O-:41])([O-:42])([O-:43])=[O:44].[Pd+2:69]>>[F:1][c:2]1[c:3]([CH2:4][N:5]([c:6]2[c:7]([CH3:15])[c:8]([N+:12](=[O:13])[O-:14])[cH:9][cH:10][cH:11]2)[CH2:16][c:17]2[cH:18][cH:19][c:20]([O:23][c:35]3[cH:34][cH:33][c:32]([C:31]([O:30][CH3:29])=[O:39])[cH:37][cH:36]3)[cH:21][cH:22]2)[cH:24][cH:25][c:26]([F:28])[cH:27]1. The reactants are N(N)C=1N=NC2=C(N1)C=CC(=C2)Cl (3-hydrazino-7-chloro-benzo-1,2,4-triazine), C(C)(=O)CC(C)=O (acetylacetone). The solvent is C(C)O (ethanol). Yields the product CC1=NN(C(=C1)C)C=1N=NC2=C(N1)C=CC(=C2)Cl (3-(3,5-dimethyl-pyrazol-1-yl)-7-chloro-benzo-1,2,4-triazine). Yield: 85.9%. RXN SMILES: [NH:1]([C:3]1[N:4]=[N:5][C:6]2[CH:12]=[C:11]([Cl:13])[CH:10]=[CH:9][C:7]=2[N:8]=1)[NH2:2].[C:14]([CH2:17][C:18](=O)[CH3:19])(=O)[CH3:15]>C(O)C>[CH3:15][C:14]1[CH:17]=[C:18]([CH3:19])[N:1]([C:3]2[N:4]=[N:5][C:6]3[CH:12]=[C:11]([Cl:13])[CH:10]=[CH:9][C:7]=3[N:8]=2)[N:2]=1. Procedure: 19.5 g (0.1 mol) of 3-hydrazino-7-chloro-benzo-1,2,4-triazine and 10 g (0.1 mol) of acetylacetone were boiled under reflux in 125 ml of ethanol for 5 hours. The residue after distilling off the solvent was recrystallized from wash benzine. 22.3 g of 3-(3,5-dimethyl-pyrazol-1-yl)-7-chloro-benzo-1,2,4-triazine of melting point 174° C. were obtained, that is to say 86% of theory. Yields the product C(C)C(C(=O)O)[C@@H]1CCC2=CC(=CC=C12)OCCCN(C)C1=NC(=CC=C1C(F)(F)F)C1=CC=C(C=C1)CC (ethyl ((1S)-5-{3-[[6-(4-ethylphenyl)-3-(trifluoromethyl)-2-pyridinyl](methyl)amino]propoxy}-2,3-dihydro-1H-inden-1-yl)acetic acid). Reactants: C(C)C1=CC=C(C=C1)C1=CC=C(C(=N1)N(CCCOC=1C=C2CC[C@H](C2=CC1)CC(=O)OCC)C)C(F)(F)F (ethyl ((1S)-5-{3-[[6-(4-ethylphenyl)-3-(trifluoromethyl)-2-pyridinyl](methyl)amino]propoxy}-2,3-dihydro-1H-inden-1-yl)acetate), C1CCOC1 (THF), [Li+].[OH-] (LiOH), O (water). RXN SMILES: [CH2:1]([C:3]1[CH:8]=[CH:7][C:6]([C:9]2[N:14]=[C:13]([N:15]([CH3:35])[CH2:16][CH2:17][CH2:18][O:19][C:20]3[CH:21]=[C:22]4[C:26](=[CH:27][CH:28]=3)[C@H:25]([CH2:29][C:30]([O:32]CC)=[O:31])[CH2:24][CH2:23]4)[C:12]([C:36]([F:39])([F:38])[F:37])=[CH:11][CH:10]=2)=[CH:5][CH:4]=1)[CH3:2].[Li+].[OH-].O.[CH2:43]1COC[CH2:44]1>CO>[CH2:43]([CH:29]([C@H:25]1[C:26]2[C:22](=[CH:21][C:20]([O:19][CH2:18][CH2:17][CH2:16][N:15]([C:13]3[C:12]([C:36]([F:37])([F:38])[F:39])=[CH:11][CH:10]=[C:9]([C:6]4[CH:7]=[CH:8][C:3]([CH2:1][CH3:2])=[CH:4][CH:5]=4)[N:14]=3)[CH3:35])=[CH:28][CH:27]=2)[CH2:23][CH2:24]1)[C:30]([OH:32])=[O:31])[CH3:44] |f:1.2|. Solvent: CO (MeOH). Procedure details: Following the procedure described in Example 308 and starting with ethyl ((1S)-5-[(3-{[6-(4-ethylphenyl)-3-(trifluoromethyl)-2-pyridinyl](methyl)amino]propoxy}-2,3-dihydro-1H-inden-1-yl)acetate (Example 319, 10 mg, 0.018 mmol), LiOH (0.1 mg, 0.004 mmol) in THF (1 mL), MeOH (1 mL), and water (0.5 mL), the title compound was obtained (0.0024 g, 51%). 1H NMR (400 MHz, CD2Cl2) δ 7.98 (d, 2H), 7.85 (d, 1H), 7.35-7.25 (m, 3H), 7.01 (d, 1H), 6.72 (d, 1H), 6.65 (dd, 1H), 4.02 (t, 2H), 3.83 (t, 2H), 3.47... Starting materials: [BH4-], O=C([O-])O, CCO, CC(=O)O, CC(C)c1nc(C=O)n(C)c1Sc1cc(Cl)cc(Cl)c1, [Na+], [Na+]. The product is CC(C)c1nc(CO)n(C)c1Sc1cc(Cl)cc(Cl)c1. As a reaction SMILES: [BH4-:1].[C:7](=[O:8])([OH:9])[O-:10].[CH3:32][CH2:33][OH:34].[CH3:3][C:4](=[O:5])[OH:6].[Cl:12][c:13]1[cH:14][c:15]([S:20][c:21]2[c:22]([CH:29]([CH3:30])[CH3:31])[n:23][c:24]([CH:27]=[O:28])[n:25]2[CH3:26])[cH:16][c:17]([Cl:19])[cH:18]1.[Na+:11].[Na+:2]>>[Cl:12][c:13]1[cH:14][c:15]([S:20][c:21]2[c:22]([CH:29]([CH3:30])[CH3:31])[n:23][c:24]([CH2:27][OH:28])[n:25]2[CH3:26])[cH:16][c:17]([Cl:19])[cH:18]1. Reactants: C(C)(C)(C)NC(=O)[C@H]1N(CCCC1)C[C@H]([C@H](CC1=CC=CC=C1)NC([C@@H](N)CS)=O)O (N-tert.butyl-1-[3(S)-[(L-cysteinyl)amino]-2(R)-hydroxy-4-phenylbutyl]-2(S)-piperidinecarboxamide), C(C1=NC2=CC=CC=C2C=C1)(=O)O (quinaldic acid), ice, OC1=CC=CC=2NN=NC21 (hydroxybenzotriazole), C(C)N1CCOCC1 (N-ethylmorpholine), C1(CCCCC1)N=C=NC1CCCCC1 (dicyclohexylcarbodiimide). The solvent is C(C)(=O)OCC (ethyl acetate). Reaction conditions: time 64 hour. Product: C(C)(C)(C)NC(=O)[C@H]1N(CCCC1)C[C@H]([C@H](CC1=CC=CC=C1)NC([C@@H](NC(=O)C1=NC2=CC=CC=C2C=C1)CS)=O)O (N-tert.butyl-1-[2(R)-hydroxy-4-phenyl-3(S)-[[N-(2-quinolylcarbonyl)-L-cysteinyl]amino]butyl]-2(S)-piperidinecarboxamide). Yield: 41.3%. As a reaction SMILES: [C:1]([NH:5][C:6]([C@@H:8]1[CH2:13][CH2:12][CH2:11][CH2:10][N:9]1[CH2:14][C@@H:15]([OH:31])[C@@H:16]([NH:24][C:25](=[O:30])[C@H:26]([CH2:28][SH:29])[NH2:27])[CH2:17][C:18]1[CH:23]=[CH:22][CH:21]=[CH:20][CH:19]=1)=[O:7])([CH3:4])([CH3:3])[CH3:2].[C:32](O)(=[O:43])[C:33]1[CH:42]=[CH:41][C:40]2[C:35](=[CH:36][CH:37]=[CH:38][CH:39]=2)[N:34]=1.OC1C2N=NNC=2C=CC=1.C(N1CCOCC1)C.C1(N=C=NC2CCCCC2)CCCCC1>C(OCC)(=O)C>[C:1]([NH:5][C:6]([C@@H:8]1[CH2:13][CH2:12][CH2:11][CH2:10][N:9]1[CH2:14][C@@H:15]([OH:31])[C@@H:16]([NH:24][C:25](=[O:30])[C@H:26]([CH2:28][SH:29])[NH:27][C:32]([C:33]1[CH:42]=[CH:41][C:40]2[C:35](=[CH:36][CH:37]=[CH:38][CH:39]=2)[N:34]=1)=[O:43])[CH2:17][C:18]1[CH:23]=[CH:22][CH:21]=[CH:20][CH:19]=1)=[O:7])([CH3:4])([CH3:2])[CH3:3]. Procedure: A solution of 650 mg of N-tert.butyl-1-[3(S)-[(L-cysteinyl)amino]-2(R)-hydroxy-4-phenylbutyl]-2(S)-piperidinecarboxamide and 242 mg of quinaldic acid was cooled in an ice/salt mixture. 189 mg of hydroxybenzotriazole, 161 mg of N-ethylmorpholine and 317 mg of dicyclohexylcarbodiimide were added and the mixture was stirred for 64 hours. The mixture was diluted with ethyl acetate and filtered, and the filtrate was then evaporated. The residue was partitioned between dichloromethane and aqueous sodi... Starting materials: CC(=O)c1ccc(C(F)(F)F)cc1NS(=O)(=O)C(F)(F)F, CC(=O)[O-], CCO, Cl, NOc1ccc(F)cc1, [Na+]. Yields the product CC(=NOc1ccc(F)cc1)c1ccc(C(F)(F)F)cc1NS(=O)(=O)C(F)(F)F. Reaction SMILES: [C:1]([CH3:2])(=[O:3])[c:4]1[c:5]([NH:14][S:15](=[O:16])(=[O:17])[C:18]([F:19])([F:20])[F:21])[cH:6][c:7]([C:10]([F:11])([F:12])[F:13])[cH:8][cH:9]1.[C:32]([O-:33])(=[O:34])[CH3:35].[CH3:37][CH2:38][OH:39].[ClH:22].[F:23][c:24]1[cH:25][cH:26][c:27]([O:30][NH2:31])[cH:28][cH:29]1.[Na+:36]>>[C:1]([CH3:2])([c:4]1[c:5]([NH:14][S:15](=[O:16])(=[O:17])[C:18]([F:19])([F:20])[F:21])[cH:6][c:7]([C:10]([F:11])([F:12])[F:13])[cH:8][cH:9]1)=[N:31][O:30][c:27]1[cH:26][cH:25][c:24]([F:23])[cH:29][cH:28]1. Starting materials: CCOC(=O)N=NC(=O)OCC, C1CCOC1, COC(=O)c1cc(CO)cc(-c2cccc(C#N)c2)c1, Oc1ccccc1, c1ccc(P(c2ccccc2)c2ccccc2)cc1. The product is COC(=O)c1cc(COc2ccccc2)cc(-c2cccc(C#N)c2)c1. RXN SMILES: [CH2:47]([O:48][C:49]([N:50]=[N:51][C:52]([O:53][CH2:54][CH3:55])=[O:56])=[O:57])[CH3:58].[CH2:59]1[O:60][CH2:61][CH2:62][CH2:63]1.[CH3:1][O:2][C:3]([c:4]1[cH:5][c:6](-[c:12]2[cH:13][c:14]([C:18]#[N:19])[cH:15][cH:16][cH:17]2)[cH:7][c:8]([CH2:10][OH:11])[cH:9]1)=[O:20].[OH:21][c:22]1[cH:23][cH:24][cH:25][cH:26][cH:27]1.[c:28]1([P:29]([c:30]2[cH:31][cH:32][cH:33][cH:34][cH:35]2)[c:36]2[cH:37][cH:38][cH:39][cH:40][cH:41]2)[cH:42][cH:43][cH:44][cH:45][cH:46]1>>[CH3:1][O:2][C:3]([c:4]1[cH:5][c:6](-[c:12]2[cH:13][c:14]([C:18]#[N:19])[cH:15][cH:16][cH:17]2)[cH:7][c:8]([CH2:10][O:11][c:22]2[cH:23][cH:24][cH:25][cH:26][cH:27]2)[cH:9]1)=[O:20]. Reactants: CC1=C(C(=CC(=C1)C)C)O (2,4,6-trimethylphenol), [H-].[Na+] (sodium hydride), O (water), ClC1=NC(=NC(=C1)C1=CC(=C(C=C1)OC)OC)C (4-chloro-6-(3,4-dimethoxyphenyl)-2-methylpyrimidine). Solvent: CN(C=O)C (N,N-dimethylformamide). Conditions: time 5 minute. Product: COC=1C=C(C=CC1OC)C1=CC(=NC(=N1)C)OC1=C(C=C(C=C1C)C)C (6-(3,4-dimethoxyphenyl)-2-methyl-4-(2,4,6-trimethylphenoxy)pyrimidine). The yield is 71.2%. RXN SMILES: [CH3:1][C:2]1[CH:7]=[C:6]([CH3:8])[CH:5]=[C:4]([CH3:9])[C:3]=1[OH:10].[H-].[Na+].Cl[C:14]1[CH:19]=[C:18]([C:20]2[CH:25]=[CH:24][C:23]([O:26][CH3:27])=[C:22]([O:28][CH3:29])[CH:21]=2)[N:17]=[C:16]([CH3:30])[N:15]=1.O>CN(C)C=O>[CH3:29][O:28][C:22]1[CH:21]=[C:20]([C:18]2[N:17]=[C:16]([CH3:30])[N:15]=[C:14]([O:10][C:3]3[C:4]([CH3:9])=[CH:5][C:6]([CH3:8])=[CH:7][C:2]=3[CH3:1])[CH:19]=2)[CH:25]=[CH:24][C:23]=1[O:26][CH3:27] |f:1.2|. Reported procedure: To a solution of 2,4,6-trimethylphenol (1.03 g) in N,N-dimethylformamide (20 ml) was added sodium hydride (60% in oil, 0.30 g), and stirred at ambient temperature for 5 minutes. To the solution was added 4-chloro-6-(3,4-dimethoxyphenyl)-2-methylpyrimidine (2.0 g), and the mixture was stirred at ambient temperature for 18 hours. The solution was poured into water (300 ml), and extracted with ethyl acetate. The organic layer was washed with brine, dried over sodium sulfate and evaporated. The resi...